This data is from the Open Reaction Database (ORD), a public repository of structured organic reaction records. The task is: describe an organic reaction: reactants, conditions, products, and yield Starting materials: O(C1=CC=CC=C1)C1=CC=C(C=C1)N1C(N(C=C1)C=1C=C2C=NN(C2=CC1)CCN1CCCC1)=O (1-(4-phenoxyphenyl)-3-[1-(2-pyrrolidin-1-ylethyl)-1H-indazol-5-yl]-1,3-dihydro-2H-imidazol-2-one), [H][H] (hydrogen). The reagents and catalysts are [Pd] (Pd/C). Run in CC(=O)O (AcOH). Conditions: time 6 hour. Product: O(C1=CC=CC=C1)C1=CC=C(C=C1)N1C(N(CC1)C=1C=C2C=NN(C2=CC1)CCN1CCCC1)=O (1-(4-phenoxyphenyl)-3-[1-(2-pyrrolidin-1-ylethyl)-1H-indazol-5-yl]imidazolidin-2-one). As a reaction SMILES: [O:1]([C:8]1[CH:13]=[CH:12][C:11]([N:14]2[CH:18]=[CH:17][N:16]([C:19]3[CH:20]=[C:21]4[C:25](=[CH:26][CH:27]=3)[N:24]([CH2:28][CH2:29][N:30]3[CH2:34][CH2:33][CH2:32][CH2:31]3)[N:23]=[CH:22]4)[C:15]2=[O:35])=[CH:10][CH:9]=1)[C:2]1[CH:7]=[CH:6][CH:5]=[CH:4][CH:3]=1.[H][H]>CC(O)=O.[Pd]>[O:1]([C:8]1[CH:9]=[CH:10][C:11]([N:14]2[CH2:18][CH2:17][N:16]([C:19]3[CH:20]=[C:21]4[C:25](=[CH:26][CH:27]=3)[N:24]([CH2:28][CH2:29][N:30]3[CH2:34][CH2:33][CH2:32][CH2:31]3)[N:23]=[CH:22]4)[C:15]2=[O:35])=[CH:12][CH:13]=1)[C:2]1[CH:7]=[CH:6][CH:5]=[CH:4][CH:3]=1. Reported procedure: 1-(4-phenoxyphenyl)-3-[1-(2-pyrrolidin-1-ylethyl)-1H-indazol-5-yl]-1,3-dihydro-2H-imidazol-2-one (Example 118) (0.100 g, 0.215 mmol) was dissolved in 20 mL of AcOH and 100 mg of Pd/C (10% mol/mol) was added. The mixture was subjected to an atmosphere of hydrogen gas at a pressure of 60 psi in a Parr shaker apparatus, and shaken at room temperature for 6 hours. The mixture was filtered through celite, and the solvents removed under reduced pressure. The residue was purified by RP-HPLC to provide ...